From a dataset of the Open Reaction Database (ORD), a public repository of structured organic reaction records. describe an organic reaction: reactants, conditions, products, and yield Starting materials: C20H16ClN5OS, ClCl (chlorine), S1C=2N(CC1)C(=CN2)C2=CC=C(C(=O)O)C=C2 (4-(2,3-dihydroimidazo[2,1-b]thiazol-5-yl)benzoic acid), CN(C)C(=[N+](C)C)ON1C2=C(C=CC=C2)N=N1.[B-](F)(F)(F)F (TBTU), ClC1=CC2=C(NC(=N2)CN)C=C1 ((5-chloro-1H-benzimidazol-2-yl)methylamine). The solvent is C(C)(=O)OCC.C(C)O (ethyl acetate ethanol), CN(C=O)C (N,N-dimethylformamide), C(C)N(CC)CC (triethylamine). Yields the product ClC1=CC2=C(NC(=N2)CNC(C2=CC=C(C=C2)C2=CN=C3SCCN32)=O)C=C1 (N-(5-chloro-1H-benzimidazol-2-ylmethyl)-4-(2,3-dihydroimidazo[2,1-b]thiazol-5-yl)benzamide). The yield is 73.0%. As a reaction SMILES: [S:1]1[CH2:5][CH2:4][N:3]2[C:6]([C:9]3[CH:17]=[CH:16][C:12]([C:13]([OH:15])=O)=[CH:11][CH:10]=3)=[CH:7][N:8]=[C:2]12.CN(C(ON1N=NC2C=CC=CC1=2)=[N+](C)C)C.[B-](F)(F)(F)F.[Cl:40][C:41]1[CH:51]=[CH:50][C:44]2[NH:45][C:46]([CH2:48][NH2:49])=[N:47][C:43]=2[CH:42]=1.ClCl>CN(C)C=O.C(OCC)(=O)C.C(O)C.C(N(CC)CC)C>[Cl:40][C:41]1[CH:51]=[CH:50][C:44]2[NH:45][C:46]([CH2:48][NH:49][C:13](=[O:15])[C:12]3[CH:11]=[CH:10][C:9]([C:6]4[N:3]5[C:2]([S:1][CH2:5][CH2:4]5)=[N:8][CH:7]=4)=[CH:17][CH:16]=3)=[N:47][C:43]=2[CH:42]=1 |f:1.2,6.7|. Reported procedure: Prepared analogously to Example 1g from 4-(2,3-dihydroimidazo[2,1-b]thiazol-5-yl)benzoic acid, TBTU, triethylamine and (5-chloro-1H-benzimidazol-2-yl)methylamine in N,N-dimethylformamide. Yield: 73%; Rf value: 0.50 (silica gel; ethyl acetate/ethanol=9:1); C20H16ClN5OS (409.90); mass spectrum: (M+H)+=410/412 (chlorine isotope). The reactants are NC=1C=C(OC=2C=CC=3N(N2)C=C(N3)NC(=O)C3CC3)C=CC1 (N-[6-(3-aminophenoxy)imidazo[1,2-b]pyridazin-2-yl]cyclopropanecarboxamide), Cl.C(C)N=C=NCCCN(C)C (1-ethyl-3-(3-dimethylaminopropyl)carbodiimide hydrochloride), FC1=C(C=C(C(=O)O)C=C1)C(F)(F)F (4-fluoro-3-(trifluoromethyl)benzoic acid), ON1N=NC2=C1C=CC=C2 (1-hydroxybenzotriazole). The solvent is CN(C=O)C (N,N-dimethylformamide). Yields the product C1(CC1)C(=O)NC=1N=C2N(N=C(C=C2)OC=2C=C(C=CC2)NC(C2=CC(=C(C=C2)F)C(F)(F)F)=O)C1 (N-[3-({2-[(cyclopropylcarbonyl)amino]imidazo[1,2-b]pyridazin-6-yl}oxy)phenyl]-4-fluoro-3-(trifluoromethyl)benzamide). Yield: 76.1%. RXN SMILES: [NH2:1][C:2]1[CH:3]=[C:4]([CH:21]=[CH:22][CH:23]=1)[O:5][C:6]1[CH:7]=[CH:8][C:9]2[N:10]([CH:12]=[C:13]([NH:15][C:16]([CH:18]3[CH2:20][CH2:19]3)=[O:17])[N:14]=2)[N:11]=1.[F:24][C:25]1[CH:33]=[CH:32][C:28]([C:29](O)=[O:30])=[CH:27][C:26]=1[C:34]([F:37])([F:36])[F:35].ON1C2C=CC=CC=2N=N1.Cl.C(N=C=NCCCN(C)C)C>CN(C)C=O>[CH:18]1([C:16]([NH:15][C:13]2[N:14]=[C:9]3[CH:8]=[CH:7][C:6]([O:5][C:4]4[CH:3]=[C:2]([NH:1][C:29](=[O:30])[C:28]5[CH:32]=[CH:33][C:25]([F:24])=[C:26]([C:34]([F:37])([F:35])[F:36])[CH:27]=5)[CH:23]=[CH:22][CH:21]=4)=[N:11][N:10]3[CH:12]=2)=[O:17])[CH2:20][CH2:19]1 |f:3.4|. Reported procedure: Using N-[6-(3-aminophenoxy)imidazo[1,2-b]pyridazin-2-yl]cyclopropanecarboxamide (309 mg, 1.00 mmol), 4-fluoro-3-(trifluoromethyl)benzoic acid (312 mg, 1.50 mmol), 1-hydroxybenzotriazole (203 mg, 1.50 mmol), 1-ethyl-3-(3-dimethylaminopropyl)carbodiimide hydrochloride (288 mg, 1.50 mmol) and N,N-dimethylformamide (5.0 mL) as starting materials and in the same manner as in Example 106, the title compound (380 mg, 76%) was obtained as a white powder.